From a dataset of the Open Reaction Database (ORD), a public repository of structured organic reaction records. describe an organic reaction: reactants, conditions, products, and yield Reaction SMILES: Cl.Cl[C:3]1[CH:8]=[CH:7][N:6]=[CH:5][CH:4]=1.[H-].[Na+].[O:11]=[C:12]1[CH2:29][CH2:28][C:15]2([CH2:20][CH2:19][N:18]([C:21]([O:23][C:24]([CH3:27])([CH3:26])[CH3:25])=[O:22])[CH2:17][CH2:16]2)[CH2:14][CH2:13]1.[I-].[Na+].C([O-])(O)=O.[Na+]>CS(C)=O.CO>[N:6]1[CH:7]=[CH:8][C:3]([O:11][CH:12]2[CH2:13][CH2:14][C:15]3([CH2:20][CH2:19][N:18]([C:21]([O:23][C:24]([CH3:25])([CH3:26])[CH3:27])=[O:22])[CH2:17][CH2:16]3)[CH2:28][CH2:29]2)=[CH:4][CH:5]=1 |f:0.1,2.3,5.6,7.8|. Solvent: CS(=O)C (DMSO), CS(=O)C (DMSO), CO (Methanol). Reaction conditions: time 8 hour. Yields the product N1=CC=C(C=C1)OC1CCC2(CCN(CC2)C(=O)OC(C)(C)C)CC1 (tert-Butyl 9-(pyridin-4-yloxy)-3-azaspiro[5.5]undecane-3-carboxylate). Procedure: 4-Chloropyridine hydrochloride (1.3 g) was added to sodium hydride (0.89 g) in DMSO (20 ml) and the mixture was stirred for 10 min. tert-Butyl 9-oxo-3-azaspiro[5.5]undecane-3-carboxylate (2.0 g) in DMSO (20 ml) was subsequently added slowly and the mixture was stirred overnight (TLC control: conversion approx. 30-35%). A catalytic amount of sodium iodide was added and the reaction mixture was stirred at 80° C. for 8 h (TLC control). Methanol and NaHCO3 solution was added to the reaction mixture ... Starting materials: O=C1CCC2(CCN(CC2)C(=O)OC(C)(C)C)CC1 (tert-Butyl 9-oxo-3-azaspiro[5.5]undecane-3-carboxylate), [I-].[Na+] (sodium iodide), Cl.ClC1=CC=NC=C1 (4-Chloropyridine hydrochloride), [H-].[Na+] (sodium hydride), C(=O)(O)[O-].[Na+] (NaHCO3). The reactants are C1(=CC=CC=C1)P(C1=CC=CC=C1)C1=CC=CC=C1 (triphenylphosphine), N1=CC=CC=C1 (pyridine), O (water), FC=1C=C(C=CC1N1CCSCC1)N1C(OC(C1)CN=[N+]=[N-])=O ([[3-[3-fluoro-4-(4-thiomorpholinyl)phenyl]-2-oxo-5-oxazolidinyl]methyl]azide), O (water), CC(=O)OCC1=C2C=CC=CC2=C(C3=CC=CC=C31)COC(=O)C (acetic). Run in CO.C(Cl)(Cl)Cl (MeOH CHCl3), C(Cl)Cl (CH2Cl2), CO.C(Cl)(Cl)Cl (MeOH CHCl3), CO.C(Cl)(Cl)Cl (MeOH CHCl3), C1CCOC1 (THF). Run at temperature 50 celsius, time 11 hour. The product is FC=1C=C(C=CC1N1CCSCC1)N1C(O[C@H](C1)CNC(C)=O)=O ((S)-N-[[3-[3-fluoro-4-(4-thiomorpholinyl)phenyl]-2-oxo-5-oxazolidinyl]methyl]acetamide). Isolated yield 72.0%. Reaction SMILES: [F:1][C:2]1[CH:3]=[C:4]([N:14]2[CH2:18][CH:17]([CH2:19][N:20]=[N+]=[N-])[O:16][C:15]2=[O:23])[CH:5]=[CH:6][C:7]=1[N:8]1[CH2:13][CH2:12][S:11][CH2:10][CH2:9]1.C1(P(C2C=CC=CC=2)C2C=CC=CC=2)C=CC=CC=1.O.N1C=CC=CC=1.[CH3:50][C:51](OCC1C2C(=CC=CC=2)C(COC(C)=O)=C2C=1C=CC=C2)=[O:52]>C1COCC1.C(Cl)Cl.CO.C(Cl)(Cl)Cl>[F:1][C:2]1[CH:3]=[C:4]([N:14]2[CH2:18][C@H:17]([CH2:19][NH:20][C:51](=[O:52])[CH3:50])[O:16][C:15]2=[O:23])[CH:5]=[CH:6][C:7]=1[N:8]1[CH2:13][CH2:12][S:11][CH2:10][CH2:9]1 |f:7.8|. Procedure: The crude [[3-[3-fluoro-4-(4-thiomorpholinyl)phenyl]-2-oxo-5-oxazolidinyl]methyl]azide (889 mg, 2.635 mmol) was dissolved in dry THF (15 mL) and treated with triphenylphosphine (864 mg, 3.294 mmol). After an hour, the reaction was found to be complete by TLC (10% MeOH/CHCl3, UV short wave). Next, water (0.949 mL, 52.7 mmol) was added and the reaction was heated to 50° C. for two hours. At this point, the reaction was incomplete; so more water (0.475 mL, 26.35 mmol) was added and the reaction was...